From a dataset of the Open Reaction Database (ORD), a public repository of structured organic reaction records. describe an organic reaction: reactants, conditions, products, and yield Reported procedure: From 4-(3-isopropyl-2-oxo-1-benzimidazolinyl)piperidine and 1,1-dioxido-2-(4-bromobutyl)-5-chloro-1,2-benzisothiazol-3(2H)-one (prepared as shown in Example 22) using the procedures described in Example 1 there was obtained a white solid upon formation of the HCl salt (from methanol and diethyl ether), melting point 229-234° C. Analysis calculated for C26H31ClN4O4S.HCl.0.4 H2O: C, 54.33; H, 5.75; N, 9.75; found: C, 54.35; H, 5.60; N, 9.70. The NMR was consistent with the structure. The product is O=S1(N(C(C2=C1C=CC(=C2)Cl)=O)CCCCN2CCC(CC2)N2C(N(C1=C2C=CC=C1)C(C)C)=O)=O (1,1-Dioxido-2-(4-(4-(3-isopropyl-2-oxo-1-benzimidazolinyl)piperidin-1-yl)butyl )-5-chloro-1,2-benzisothiazol-3(2H)-one). As a reaction SMILES: [CH:1]([N:4]1[C:8]2[CH:9]=[CH:10][CH:11]=[CH:12][C:7]=2[N:6]([CH:13]2[CH2:18][CH2:17][NH:16][CH2:15][CH2:14]2)[C:5]1=[O:19])([CH3:3])[CH3:2].[O:20]=[S:21]1(=[O:37])[C:25]2[CH:26]=[CH:27][C:28]([Cl:30])=[CH:29][C:24]=2[C:23](=[O:31])[N:22]1[CH2:32][CH2:33][CH2:34][CH2:35]Br>>[O:37]=[S:21]1(=[O:20])[C:25]2[CH:26]=[CH:27][C:28]([Cl:30])=[CH:29][C:24]=2[C:23](=[O:31])[N:22]1[CH2:32][CH2:33][CH2:34][CH2:35][N:16]1[CH2:17][CH2:18][CH:13]([N:6]2[C:7]3[CH:12]=[CH:11][CH:10]=[CH:9][C:8]=3[N:4]([CH:1]([CH3:3])[CH3:2])[C:5]2=[O:19])[CH2:14][CH2:15]1. Starting materials: C(C)(C)N1C(N(C2=C1C=CC=C2)C2CCNCC2)=O (4-(3-isopropyl-2-oxo-1-benzimidazolinyl)piperidine), O=S1(N(C(C2=C1C=CC(=C2)Cl)=O)CCCCBr)=O (1,1-dioxido-2-(4-bromobutyl)-5-chloro-1,2-benzisothiazol-3(2H)-one). The product is CN(C1=CC=C(C=C1)C1NCCC2=C1C=CS2)C (dimethyl-[4-(4,5,6,7-tetrahydro-thieno[3,2-c]pyridin4-yl)-phenyl]-amine). Solvent: C(=O)(C(F)(F)F)O (TFA). Reactants: CN(C1=CC=C(C=C1)C=NCCC=1SC=CC1)C (dimethyl-{4-[(2-thiophen-2-yl-ethylimino)-methyl]-phenyl}-amine). Procedure: The above dimethyl-{4-[(2-thiophen-2-yl-ethylimino)-methyl]-phenyl}-amine (1 g, 3.9 mmol) was added TFA (20 mL) at once (strongly exothermic reaction). The reaction mixture was stirred at room temperature for 72 hours, then evaporated in vacuo. The crude oil was suspended in dichloromethane (75 ml) and extracted with 1 N hydrochloric acid (50 ml). The aqueous phase was added 2 N sodium hydroxide to pH=10, then extracted with dichloromethane (3×125 ml). The organic phase was dried with MgSO4, fil... As a reaction SMILES: [CH3:1][N:2]([CH3:18])[C:3]1[CH:8]=[CH:7][C:6]([CH:9]=[N:10][CH2:11][CH2:12][C:13]2[S:14][CH:15]=[CH:16][CH:17]=2)=[CH:5][CH:4]=1>C(O)(C(F)(F)F)=O>[CH3:18][N:2]([CH3:1])[C:3]1[CH:4]=[CH:5][C:6]([CH:9]2[C:17]3[CH:16]=[CH:15][S:14][C:13]=3[CH2:12][CH2:11][NH:10]2)=[CH:7][CH:8]=1. Isolated yield 95.3%. Reaction conditions: time 72 hour. Reactants: O=S(=O)(Cl)c1ccc(Br)cc1, CC#N, [F-]. The product is O=S(=O)(F)c1ccc(Br)cc1. Reaction SMILES: [Br:1][c:2]1[cH:3][cH:4][c:5]([S:8](=[O:9])(=[O:10])[Cl:11])[cH:6][cH:7]1.[CH3:13][C:14]#[N:15].[F-:12]>>[Br:1][c:2]1[cH:3][cH:4][c:5]([S:8](=[O:9])(=[O:10])[F:12])[cH:6][cH:7]1.